From a dataset of the Open Reaction Database (ORD), a public repository of structured organic reaction records. describe an organic reaction: reactants, conditions, products, and yield The reactants are Cl.O=C1C(=CNN1C1=CC=C(C=N1)C(=O)N)C=1C=NC=CC1 (6-(5-Oxo-4-pyridin-3-yl-2,5-dihydro-1H-pyrazol-1-yl)pyridine-3-carboxamide hydrochloride), C(C)(C)(C)N (tert-butylamine). The solvent is C1CCOC1 (THF). Conditions: time 1 hour. The product is Cl.C(C)(C)(C)NC(=O)C=1C=NC(=CC1)N1NC=C(C1=O)C=1C=NC=CC1 (N-tert-Butyl-6-(5-oxo-4-pyridin-3-yl-2,5-dihydro-1H-pyrazol-1-yl)pyridine-3-carboxamide hydrochloride). As a reaction SMILES: [ClH:1].[O:2]=[C:3]1[N:7]([C:8]2[N:13]=[CH:12][C:11]([C:14]([NH2:16])=[O:15])=[CH:10][CH:9]=2)[NH:6][CH:5]=[C:4]1[C:17]1[CH:18]=[N:19][CH:20]=[CH:21][CH:22]=1.[C:23](N)([CH3:26])([CH3:25])[CH3:24]>C1COCC1>[ClH:1].[C:23]([NH:16][C:14]([C:11]1[CH:12]=[N:13][C:8]([N:7]2[C:3](=[O:2])[C:4]([C:17]3[CH:18]=[N:19][CH:20]=[CH:21][CH:22]=3)=[CH:5][NH:6]2)=[CH:9][CH:10]=1)=[O:15])([CH3:26])([CH3:25])[CH3:24] |f:0.1,4.5|. Reported procedure: 337 mg (1.0 mmol) of 6-(5-oxo-4-pyridin-3-yl-2,5-dihydro-1H-pyrazol-1-yl)pyridin-3-carbonyl chloride from Example 17 (Step a) are initially charged, a solution of 293 mg (4.0 mmol) of tert-butylamine in 15 ml of THF is added and the mixture is stirred at RT for 1 h. The mixture is then concentrated on a rotary evaporator, and the residue is purified by preparative HPLC (RP18 column; mobile phase: acetonitrile/water gradient with 0.1% TFA added to the water). The product-containing fractions are ... The reactants are [Br-], C1CCOC1, C[Mg+], COc1cn(-c2ccccc2OC(F)F)nc(C(=O)N(C)OC)c1=O. Yields the product COc1cn(-c2ccccc2OC(F)F)nc(C(C)=O)c1=O. As a reaction SMILES: [Br-:1].[CH2:29]1[O:30][CH2:31][CH2:32][CH2:33]1.[CH3:2][Mg+:3].[F:4][CH:5]([O:6][c:7]1[c:8](-[n:13]2[n:14][c:15]([C:22](=[O:23])[N:24]([O:25][CH3:26])[CH3:27])[c:16](=[O:21])[c:17]([O:19][CH3:20])[cH:18]2)[cH:9][cH:10][cH:11][cH:12]1)[F:28]>>[CH3:2][C:22]([c:15]1[n:14][n:13](-[c:8]2[c:7]([O:6][CH:5]([F:4])[F:28])[cH:12][cH:11][cH:10][cH:9]2)[cH:18][c:17]([O:19][CH3:20])[c:16]1=[O:21])=[O:23]. The reactants are C(C)(=O)[O-].[K+] (Potassium acetate), ClC1=C2C(=NC(=C1)Cl)N(N=C2)C (4,6-Dichloro-1-methyl-1H-pyrazolo[3,4-b]pyridine), C(#N)C=1C(=C(C=CC1)B(O)O)F (3-cyano-2-fluorophenylboronic acid). The solvent is CN(C)C=O (DMF), C(C)#N (acetonitrile). Run at temperature 125 celsius. The product is ClC1=C2C(=NC(=C1)C=1C(=C(C#N)C=CC1)F)N(N=C2)C (3-(4-Chloro-1-methyl-1H-pyrazolo[3,4-b]pyridin-6-yl)-2-fluorobenzonitrile). Yield: 26.8%. RXN SMILES: C([O-])(=O)C.[K+].[Cl:6][C:7]1[CH:12]=[C:11](Cl)[N:10]=[C:9]2[N:14]([CH3:17])[N:15]=[CH:16][C:8]=12.[C:18]([C:20]1[C:21]([F:29])=[C:22](B(O)O)[CH:23]=[CH:24][CH:25]=1)#[N:19]>CN(C=O)C.C(#N)C>[Cl:6][C:7]1[CH:12]=[C:11]([C:22]2[C:21]([F:29])=[C:20]([CH:25]=[CH:24][CH:23]=2)[C:18]#[N:19])[N:10]=[C:9]2[N:14]([CH3:17])[N:15]=[CH:16][C:8]=12 |f:0.1|. Procedure details: Potassium acetate (4 mL, 1M, 4 mmol) was added to a mixture of 4,6-dichloro-1-methyl-1H-pyrazolo[3,4-b]pyridine 5 (0.115 g, 0.569 mmol), 3-cyano-2-fluorophenylboronic acid 14 (0.075 g, 0.455 mmol) in DMF (2 mL) and acetonitrile (2 mL). Nitrogen was bubbled through the mixture followed by the addition of 10 mole % tetrakis(triphenylphosphine) palladium (0) and the reaction was heated at 125° C. in a microwave for 20 minutes. Solvent was removed, and the residue was dissolved in ethyl acetate and ... The reactants are C1CCCCC1 (cyclohexane), NC(CC1=C(CCC2=NC(=NC=C2)NC2=CC=C(C=C2)N2CCN(CC2)C(=O)OCC2=CC=CC=C2)C=CC=C1)=O (Benzyl 4-(4-((4-(2-(2-amino-2-oxoethyl)phenethyl)pyrimidin-2-yl)amino)phenyl)piperazine-1-carboxylate). The reagents and catalysts are [Pd] (Pd/C). The solvent is C(Cl)Cl (DCM), CN(C)C=O (DMF), CN(C)C=O (DMF). Reaction conditions: time 19 hour. Product: N1(CCNCC1)C1=CC=C(C=C1)NC1=NC=CC(=N1)CCC1=C(C=CC=C1)CC(=O)N (2-(2-(2-(2-((4-(piperazin-1-yl)phenyl)amino)pyrimidin-4-yl)ethyl)phenyl)acetamide). The yield is 2.6%. RXN SMILES: [NH2:1][C:2](=[O:41])[CH2:3][C:4]1[CH:40]=[CH:39][CH:38]=[CH:37][C:5]=1[CH2:6][CH2:7][C:8]1[CH:13]=[CH:12][N:11]=[C:10]([NH:14][C:15]2[CH:20]=[CH:19][C:18]([N:21]3[CH2:26][CH2:25][N:24](C(OCC4C=CC=CC=4)=O)[CH2:23][CH2:22]3)=[CH:17][CH:16]=2)[N:9]=1.C1CCCCC1>CN(C=O)C.C(Cl)Cl.[Pd]>[N:21]1([C:18]2[CH:17]=[CH:16][C:15]([NH:14][C:10]3[N:9]=[C:8]([CH2:7][CH2:6][C:5]4[CH:37]=[CH:38][CH:39]=[CH:40][C:4]=4[CH2:3][C:2]([NH2:1])=[O:41])[CH:13]=[CH:12][N:11]=3)=[CH:20][CH:19]=2)[CH2:22][CH2:23][NH:24][CH2:25][CH2:26]1. Procedure: To a solution of benzyl 4-(4-((4-(2-(2-amino-2-oxoethyl)phenethyl)pyrimidin-2-yl)amino)phenyl)piperazine-1-carboxylate (A6) (73 mg, 0.13 mmol) in DMF (5 mL) under nitrogen, was added a slurry of 10% Pd/C (20 mg) in DMF. The resulting mixture was stirred under an atmosphere of hydrogen at room temperature for 19 hours then filtered through a 2.0 PFTE filter. The filtrate was evaporated in vacuo and the residue was loaded onto a SCX (5 g) column using MeOH. The column was washed with 2 column volu... Reactants: III, BrC1(OC2=CC=CC=C2CC1)OC (bromo-methoxy-chroman), C(CCC)[Li] (n-butyllithium), CN(C=O)C (N,N-dimethylformamide), CCOCC (ether), CCOCC (ether), CCOCC (ether). Solvent: C(C)(C)OC(C)C (isopropyl ether). Reaction conditions: temperature -50 celsius. Product: COC=1C=C(C=C2CCCOC12)C=O (8-methoxy-chroman-6-carbaldehyde). Isolated yield 51.0%. As a reaction SMILES: Br[C:2]1(OC)[CH2:11][CH2:10][C:9]2[C:4](=[CH:5][CH:6]=[CH:7][CH:8]=2)[O:3]1.C([Li])CCC.CN(C)[CH:21]=[O:22].C[CH2:25][O:26]CC>C(OC(C)C)(C)C>[CH3:25][O:26][C:5]1[CH:6]=[C:7]([CH:21]=[O:22])[CH:8]=[C:9]2[C:4]=1[O:3][CH2:2][CH2:11][CH2:10]2. Procedure details: The procedure is as according to the method described for preparation III, but maintaining the temperature at -50° C. From 186 g (7.7×10-1M) of bromo-methoxy-chroman Ib2 in 500 cm3 of anhydrous ether and 7.7×10-1M of n-butyllithium in 650 cm3 of anhydrous ether, and after addition of 78 g (1.1 M) of N,N-dimethylformamide in 200 cm3 of anhydrous ether and recrystallisation in isopropyl ether, 75 g (yield=51%) of expected compound are isolated. m.p.=81° C. Starting materials: ClC1=C(OCCO)C(=CC(=C1)OCC1=CC=CC=C1)Cl (2-(2,6-dichloro-4-(phenylmethoxy)phenoxy)ethan-1-ol). Reagents/catalysts: [Pd] (palladium on carbon). Run in C(C)O (ethanol). Product: ClC=1C=C(C=C(C1OCCO)Cl)O (3,5-dichloro-4-(2-hydroxyethoxy)phenol). The yield is 95.1%. Reaction SMILES: [Cl:1][C:2]1[CH:11]=[C:10]([O:12]CC2C=CC=CC=2)[CH:9]=[C:8]([Cl:20])[C:3]=1[O:4][CH2:5][CH2:6][OH:7]>[Pd].C(O)C>[Cl:1][C:2]1[CH:11]=[C:10]([OH:12])[CH:9]=[C:8]([Cl:20])[C:3]=1[O:4][CH2:5][CH2:6][OH:7]. Procedure: A mixture of 10.3 grams (0.033 mole) of 2-(2,6-dichloro-4-(phenylmethoxy)phenoxy)ethan-1-ol and 0.4 gram (catalyst) of 10% palladium on carbon in 100 mL of ethanol was subjected to hydrogenation conditions (40 PSI) using a Parr hydrogenator. After the theoretical uptake of hydrogen, the reaction mixture was filtered and concentrated under reduced pressure, yielding 7.0 grams of the subject compound as a residue. The NMR spectrum was consistent with the proposed structure. Starting materials: Cl.Cl.CN[C@H]1CN(CC1)CC(C1=CC2=CC=CC=C2C=C1)C1C(CCCC1)O (2-[(3R)-3-(methylamino)pyrrolidin-1-yl-1-(2-naphthyl)ethyl]cyclohexanol dihydrochloride), OC1(CCCCC1)C(C(=O)N1C[C@@H](CC1)NC(OC(C)(C)C)=O)C1=CC2=CC=CC=C2C=C1 (tert-butyl {(3R)-1-[(1-hydroxycyclohexyl)(2-naphthyl)acetyl]pyrrolidin-3-yl}carbamate). Yields the product Cl.Cl.CN[C@H]1CN(CC1)CC(C1=CC2=CC=CC=C2C=C1)C1(CCCCC1)O (1-[2-[(3R)-3-(methylamino)pyrrolidin-1-yl]-1-(2-naphthyl)ethyl]cyclohexanol dihydrochoride). RXN SMILES: [ClH:1].Cl.CN[C@@H]1CCN(CC(C2CCCCC2O)C2C=CC3C(=CC=CC=3)C=2)C1.[OH:29][C:30]1([CH:36]([C:52]2[CH:61]=[CH:60][C:59]3[C:54](=[CH:55][CH:56]=[CH:57][CH:58]=3)[CH:53]=2)[C:37]([N:39]2[CH2:43][CH2:42][C@@H:41]([NH:44][C:45](=O)OC(C)(C)C)[CH2:40]2)=O)[CH2:35][CH2:34][CH2:33][CH2:32][CH2:31]1>>[ClH:1].[ClH:1].[CH3:45][NH:44][C@@H:41]1[CH2:42][CH2:43][N:39]([CH2:37][CH:36]([C:30]2([OH:29])[CH2:31][CH2:32][CH2:33][CH2:34][CH2:35]2)[C:52]2[CH:61]=[CH:60][C:59]3[C:54](=[CH:55][CH:56]=[CH:57][CH:58]=3)[CH:53]=2)[CH2:40]1 |f:0.1.2,4.5.6|. Procedure details: In an analogous manner to Example 13, step 2, 1-[2-[(3R)-3-(methylamino)pyrrolidin-1-yl-1-(2-naphthyl)ethyl]cyclohexanol dihydrochloride was prepared from tert-butyl {(3R)-1-[(1-hydroxycyclohexyl)(2-naphthyl)acetyl]pyrrolidin-3-yl}carbamate. MS m/z 353; HRMS: calcd for C23H32N2O+H+, 353.25874; found (ESI, [M+H]+), 353.2583. Starting materials: ClC1=C(C=C(C=2N=C(NC21)C(F)(F)F)[N+](=O)[O-])C#N (4-Chloro-7-nitro-5-cyano-2-trifluoromethylbenzimidazole), [Na] (sodium), C(CCCCCCC)O (1-octanol). Yields the product C(CCCCCCC)OC1=C(C=C(C=2N=C(NC21)C(F)(F)F)[N+](=O)[O-])C#N (4-octyloxy-7-nitro--cyano-2-trifluoromethylbenzimidazole). As a reaction SMILES: Cl[C:2]1[C:10]2[NH:9][C:8]([C:11]([F:14])([F:13])[F:12])=[N:7][C:6]=2[C:5]([N+:15]([O-:17])=[O:16])=[CH:4][C:3]=1[C:18]#[N:19].[Na].[CH2:21]([OH:29])[CH2:22][CH2:23][CH2:24][CH2:25][CH2:26][CH2:27][CH3:28]>>[CH2:21]([O:29][C:2]1[C:10]2[NH:9][C:8]([C:11]([F:14])([F:13])[F:12])=[N:7][C:6]=2[C:5]([N+:15]([O-:17])=[O:16])=[CH:4][C:3]=1[C:18]#[N:19])[CH2:22][CH2:23][CH2:24][CH2:25][CH2:26][CH2:27][CH3:28] |^1:19|. Procedure details: 4-Chloro-7-nitro-5-cyano-2-trifluoromethylbenzimidazole is reacted with the sodium derivative of 1-octanol to obtain 4-octyloxy-7-nitro--cyano-2-trifluoromethylbenzimidazole, m.w., 384.4. Starting materials: C(C)[C@]12C3(CC[C@H]2[C@H]2[C@H](CC1)C=1C=CC(=CC1C(C2)C)OC)OCCO3 (13-ethyl-3-methoxy-6-methyl-17,17-ethylenedioxygona-1,3,5(10)-triene). Run in CO (methanol), Cl (hydrochloric acid). Yields the product C(C)[C@]12C(CC[C@H]2[C@H]2[C@H](CC1)C=1C=CC(=CC1C(C2)C)OC)=O (13-ethyl-3-methoxy-6-methylgona-1,3,5(10)-trien-17-one). Isolated yield 92.4%. RXN SMILES: [CH2:1]([C@:3]12[CH2:11][CH2:10][C@@H:9]3[C:12]4[CH:13]=[CH:14][C:15]([O:21][CH3:22])=[CH:16][C:17]=4[CH:18]([CH3:20])[CH2:19][C@H:8]3[C@@H:7]1[CH2:6][CH2:5][C:4]12OCC[O:23]1)[CH3:2]>CO.Cl>[CH2:1]([C@:3]12[CH2:11][CH2:10][C@@H:9]3[C:12]4[CH:13]=[CH:14][C:15]([O:21][CH3:22])=[CH:16][C:17]=4[CH:18]([CH3:20])[CH2:19][C@H:8]3[C@@H:7]1[CH2:6][CH2:5][C:4]2=[O:23])[CH3:2]. Procedure: Suspend dl-13-ethyl-3-methoxy-6-methyl-17,17-ethylenedioxygona-1,3,5(10)-triene (9.0 g) in methanol (200 ml) and concentrated hydrochloric acid (5 ml). Heat the mixture on a steam bath for 15 minutes. Remove the solvent under vacuum and partition the residue between ether and aqueous sodium bicarbonate. Remove the organic solvents and dry to obtain a gum. Recrystallize from methanol to obtain dl-13-ethyl-3-methoxy-6-methylgona-1,3,5(10)-trien-17-one (7.29 g), m.p. 115°-123°. Recrystallize from m...